The task is: describe an organic reaction: reactants, conditions, products, and yield. This data is from the Open Reaction Database (ORD), a public repository of structured organic reaction records. Starting materials: O=Cc1cccnc1Br, Cc1n[nH]cc1CN1CCC2(CC1)OCCc1cc(F)sc12. Product: Cc1nn(-c2ncccc2C=O)cc1CN1CCC2(CC1)OCCc1cc(F)sc12. As a reaction SMILES: [Br:1][c:2]1[n:3][cH:4][cH:5][cH:6][c:7]1[CH:8]=[O:9].[F:10][c:11]1[cH:12][c:13]2[c:14]([s:31]1)[C:15]1([O:16][CH2:17][CH2:18]2)[CH2:19][CH2:20][N:21]([CH2:24][c:25]2[c:26]([CH3:30])[n:27][nH:28][cH:29]2)[CH2:22][CH2:23]1>>[c:2]1(-[n:28]2[n:27][c:26]([CH3:30])[c:25]([CH2:24][N:21]3[CH2:20][CH2:19][C:15]4([c:14]5[c:13]([cH:12][c:11]([F:10])[s:31]5)[CH2:18][CH2:17][O:16]4)[CH2:23][CH2:22]3)[cH:29]2)[n:3][cH:4][cH:5][cH:6][c:7]1[CH:8]=[O:9]. The reactants are C(C)(=O)NC=1C=C(C=C(C1)C)CCCC(=O)O (3-Acetylamino-5-methylbenzenebutanoic acid). Run in C[Si](C)(C)OP(=O)=O (trimethylsilyl polyphosphate). Reaction conditions: temperature 0 celsius. Yields the product C(C)(=O)NC=1C=C2CCCC(C2=C(C1)C)=O (6-Acetylamino-8-methyl-1-tetralone). Isolated yield 40.0%. Reaction SMILES: [C:1]([NH:4][C:5]1[CH:6]=[C:7]([CH2:12][CH2:13][CH2:14][C:15]([OH:17])=O)[CH:8]=[C:9]([CH3:11])[CH:10]=1)(=[O:3])[CH3:2]>C[Si](OP(=O)=O)(C)C>[C:1]([NH:4][C:5]1[CH:6]=[C:7]2[C:8](=[C:9]([CH3:11])[CH:10]=1)[C:15](=[O:17])[CH2:14][CH2:13][CH2:12]2)(=[O:3])[CH3:2]. Reported procedure: The product from Example 129 (3 g) was treated with a solution of trimethylsilyl polyphosphate (PPSE) (50 ml in o-dichlorobenzene) at 100° C. for 10 minutes. The reaction was cooled to 0° C., quenched with 2NHCl and extracted with methylene chloride. The organic layer was separated, dried and evaporated to one-half the volume and purified on a small bed of silica gel. The desired tetralone was obtained in 40% yield. m.p. The reactants are O=C([O-])[O-], [Cs+], [Cs+], Cn1ccc(I)cc1=O, CC(c1ccc(B2OC(C)(C)C(C)(C)O2)cc1)N1CCC(CC(C)(O)CO)(c2ccccc2)OC1=O, Cl[Pd]Cl, c1ccc(P(c2ccccc2)c2ccccc2)cc1, c1ccc(P(c2ccccc2)c2ccccc2)cc1. The product is CC(c1ccc(-c2ccn(C)c(=O)c2)cc1)N1CCC(CC(C)(O)CO)(c2ccccc2)OC1=O. Reaction SMILES: [C:46](=[O:47])([O-:48])[O-:49].[Cs+:50].[Cs+:51].[I:37][c:38]1[cH:39][c:40](=[O:45])[n:41]([CH3:44])[cH:42][cH:43]1.[OH:1][C:2]([CH2:3][C:4]1([c:28]2[cH:29][cH:30][cH:31][cH:32][cH:33]2)[CH2:5][CH2:6][N:7]([CH:11]([CH3:12])[c:13]2[cH:14][cH:15][c:16]([B:19]3[O:20][C:21]([CH3:22])([CH3:23])[C:24]([CH3:25])([CH3:26])[O:27]3)[cH:17][cH:18]2)[C:8](=[O:10])[O:9]1)([CH2:34][OH:35])[CH3:36].[Pd:52]([Cl:53])[Cl:54].[c:55]1([P:56]([c:57]2[cH:58][cH:59][cH:60][cH:61][cH:62]2)[c:63]2[cH:64][cH:65][cH:66][cH:67][cH:68]2)[cH:69][cH:70][cH:71][cH:72][cH:73]1.[c:74]1([P:75]([c:76]2[cH:77][cH:78][cH:79][cH:80][cH:81]2)[c:82]2[cH:83][cH:84][cH:85][cH:86][cH:87]2)[cH:88][cH:89][cH:90][cH:91][cH:92]1>>[OH:1][C:2]([CH2:3][C:4]1([c:28]2[cH:29][cH:30][cH:31][cH:32][cH:33]2)[CH2:5][CH2:6][N:7]([CH:11]([CH3:12])[c:13]2[cH:14][cH:15][c:16](-[c:38]3[cH:39][c:40](=[O:45])[n:41]([CH3:44])[cH:42][cH:43]3)[cH:17][cH:18]2)[C:8](=[O:10])[O:9]1)([CH2:34][OH:35])[CH3:36]. Reactants: [Cl-].[NH4+] (ammonium chloride), CSC(C(=O)OC)C1=CC=C(C=C1)C(C=1SC=CC1)(OC)OC (Methyl α-methylthio[p-[dimethoxy(2-thienyl)methyl]phenyl]acetate), CI (methyl iodide), [H-].[Na+] (sodium hydride). The solvent is CS(=O)C (dimethyl sulfoxide). Run at time 30 minute. Product: CSC(C(=O)OC)(C)C1=CC=C(C=C1)C(C=1SC=CC1)(OC)OC (methyl α-methylthio-α-[p-[dimethoxy(2-thienyl)methyl]phenyl]propionate). Isolated yield 93.0%. RXN SMILES: [CH3:1][S:2][CH:3]([C:8]1[CH:13]=[CH:12][C:11]([C:14]([O:22][CH3:23])([O:20][CH3:21])[C:15]2[S:16][CH:17]=[CH:18][CH:19]=2)=[CH:10][CH:9]=1)[C:4]([O:6][CH3:7])=[O:5].[H-].[Na+].[CH3:26]I.[Cl-].[NH4+]>CS(C)=O>[CH3:1][S:2][C:3]([C:8]1[CH:13]=[CH:12][C:11]([C:14]([O:22][CH3:23])([O:20][CH3:21])[C:15]2[S:16][CH:17]=[CH:18][CH:19]=2)=[CH:10][CH:9]=1)([CH3:26])[C:4]([O:6][CH3:7])=[O:5] |f:1.2,4.5|. Procedure: Methyl α-methylthio[p-[dimethoxy(2-thienyl)methyl]phenyl]acetate (457 mg) was dissolved in 3 ml of anhydrous dimethyl sulfoxide, and 60 mg (65% content) of sodium hydride was added. The mixture was stirred at room temperature for 30 minutes. Then, 0.15 ml of methyl iodide was added, and the mixture was stirred at room temperature for 20 minutes. After adding an aqueous solution of ammonium chloride (0.5 g/30 ml), the mixture was extracted three times with 20 ml of methylene chloride. The extract... Reactants: ClCCOCC1(CCOCC1)C(NO)=N (4-((2-chloroethoxy)methyl)-N-hydroxytetrahydro-2H-pyran-4-carboximidamide), C(#CC(=O)OCC)C(=O)OCC (diethyl acetylenedicarboxylate). Yields the product ClCCOCC1(CCOCC1)C(NOC(C(=O)OCC)=CC(=O)OCC)=N (Diethyl 2-(4-((2-chloroethoxy)methyl)tetrahydro-2H-pyran-4-carboximidamidooxy)but-2-enedioate). The yield is 84.0%. Reaction SMILES: [Cl:1][CH2:2][CH2:3][O:4][CH2:5][C:6]1([C:12](=[NH:15])[NH:13][OH:14])[CH2:11][CH2:10][O:9][CH2:8][CH2:7]1.[C:16]([C:23]([O:25][CH2:26][CH3:27])=[O:24])#[C:17][C:18]([O:20][CH2:21][CH3:22])=[O:19]>>[Cl:1][CH2:2][CH2:3][O:4][CH2:5][C:6]1([C:12](=[NH:15])[NH:13][O:14][C:16](=[CH:17][C:18]([O:20][CH2:21][CH3:22])=[O:19])[C:23]([O:25][CH2:26][CH3:27])=[O:24])[CH2:7][CH2:8][O:9][CH2:10][CH2:11]1. Procedure details: Reaction of 4-((2-chloroethoxy)methyl)-N-hydroxytetrahydro-2H-pyran-4-carboximidamide (10.50 g, 44.36 mmol) with diethyl acetylenedicarboxylate gave 15.25 g (84% yield) of title material as light yellow oil after chromatography. 1HNMR 400 MHz (CDCl3) δ (ppm): (mixture of E/Z isomers ratio˜3:2) 1.25-1.4 (6H, quartet of triplets), 1.6 (2H, m), 2.05 (2H, m), 3.52 (1H, s), 3.54 (1H, s), 3.65-3.85 (8H, m), 4.16-4.23 (2H, m), 4.28-4.41 (2H, m), 5.33 (1H, broad s), 5.59 (1H, broad s), 5.64 (1H, s), 5.7...